From a dataset of the Open Reaction Database (ORD), a public repository of structured organic reaction records. describe an organic reaction: reactants, conditions, products, and yield Starting materials: CC1(C2CCC1(C(=O)C2)CS(=O)(=O)O)C (CSA), NC1=C(C=C(C=C1C(F)(F)F)C1=C(C=CC=C1)C(F)(F)F)NC(=O)C1=NOC2(C1)CCCCC2 (1-Oxa-2-aza-spiro[4.5]dec-2-ene-3-carboxylic acid (4-amino-5,2′-bis-trifluoromethyl-biphenyl-3-yl)-amide). The solvent is O1CCOCC1 (dioxane). Run at temperature 100 celsius, time 7.5 hour. The product is FC(C1=CC(=CC2=C1NC(=N2)C2=NOC1(C2)CCCCC1)C1=C(C=CC=C1)C(F)(F)F)(F)F (3-[7-Trifluoromethyl-5-(2-trifluoromethyl-phenyl)-1H-benzimidazol-2-yl]-1-oxa-2-aza-spiro[4.5]dec-2-ene). The yield is 91.0%. Reaction SMILES: [NH2:1][C:2]1[C:7]([C:8]([F:11])([F:10])[F:9])=[CH:6][C:5]([C:12]2[CH:17]=[CH:16][CH:15]=[CH:14][C:13]=2[C:18]([F:21])([F:20])[F:19])=[CH:4][C:3]=1[NH:22][C:23]([C:25]1[CH2:29][C:28]2([CH2:34][CH2:33][CH2:32][CH2:31][CH2:30]2)[O:27][N:26]=1)=O.CC1(C)C2(CS(O)(=O)=O)C(CC1CC2)=O>O1CCOCC1>[F:11][C:8]([F:9])([F:10])[C:7]1[C:2]2[NH:1][C:23]([C:25]3[CH2:29][C:28]4([CH2:30][CH2:31][CH2:32][CH2:33][CH2:34]4)[O:27][N:26]=3)=[N:22][C:3]=2[CH:4]=[C:5]([C:12]2[CH:17]=[CH:16][CH:15]=[CH:14][C:13]=2[C:18]([F:19])([F:21])[F:20])[CH:6]=1. Procedure details: 1-Oxa-2-aza-spiro[4.5]dec-2-ene-3-carboxylic acid (4-amino-5,2′-bis-trifluoromethyl-biphenyl-3-yl)-amide (9.22 g, 19.0 mmol, as prepared in the previous step) was placed in a 250 mL round-bottom flask equipped with a magnetic stir bar. Dry dioxane (200 mL) and CSA (883 mg, 3.80 mmol) were added. The flask was fitted with a reflux condenser, and the mixture was stirred at 100° C. for 7.5 h. The reaction was cooled to RT, and the solvent was removed under reduced pressure. The residue was dissolve... Reactants: C(C1=CC=CC=C1)N1C=NC=2N(C(NC(C12)=O)=O)C (7-benzyl-3-methylxanthine), BrCCCCCP(OCC)(=O)OCC (diethyl 5-bromopentanephosphonate). Product: C(C1=CC=CC=C1)N1C=NC=2N(C(N(C(C12)=O)CCCCCP(OCC)(OCC)=O)=O)C (Diethyl [5-(7-benzyl-3-methylxanthin-1-yl)pentyl]phosphonate). As a reaction SMILES: [CH2:1]([N:8]1[C:16]2[C:15](=[O:17])[NH:14][C:13](=[O:18])[N:12]([CH3:19])[C:11]=2[N:10]=[CH:9]1)[C:2]1[CH:7]=[CH:6][CH:5]=[CH:4][CH:3]=1.Br[CH2:21][CH2:22][CH2:23][CH2:24][CH2:25][P:26]([O:31][CH2:32][CH3:33])(=[O:30])[O:27][CH2:28][CH3:29]>>[CH2:1]([N:8]1[C:16]2[C:15](=[O:17])[N:14]([CH2:21][CH2:22][CH2:23][CH2:24][CH2:25][P:26](=[O:30])([O:31][CH2:32][CH3:33])[O:27][CH2:28][CH3:29])[C:13](=[O:18])[N:12]([CH3:19])[C:11]=2[N:10]=[CH:9]1)[C:2]1[CH:7]=[CH:6][CH:5]=[CH:4][CH:3]=1. Reported procedure: The title compound was prepared from 7-benzyl-3-methylxanthine (0.059 mol) and diethyl 5-bromopentanephosphonate (0.07 mol) analogously to Example 23. The reactants are CC(F)(F)c1ccc(Br)cc1, O=C([O-])[O-], COC(=O)c1cncc(B(O)O)c1, Cc1ccccc1, CCO, CCOC(C)=O, Cl, [F-], [K+], [K+], [K+], O, c1ccc(P(c2ccccc2)(c2ccccc2)[Pd](P(c2ccccc2)(c2ccccc2)c2ccccc2)(P(c2ccccc2)(c2ccccc2)c2ccccc2)P(c2ccccc2)(c2ccccc2)c2ccccc2)cc1. Yields the product COC(=O)c1cncc(-c2ccc(C(C)(F)F)cc2)c1. As a reaction SMILES: [Br:1][c:2]1[cH:3][cH:4][c:5]([C:8]([CH3:9])([F:10])[F:11])[cH:6][cH:7]1.[C:26](=[O:27])([O-:28])[O-:29].[CH3:13][O:14][C:15](=[O:16])[c:17]1[cH:18][c:19]([B:23]([OH:24])[OH:25])[cH:20][n:21][cH:22]1.[CH3:34][c:35]1[cH:36][cH:37][cH:38][cH:39][cH:40]1.[CH3:41][CH2:42][OH:43].[CH3:45][CH2:46][O:47][C:48](=[O:49])[CH3:50].[ClH:12].[F-:32].[K+:30].[K+:31].[K+:33].[OH2:44].[cH:51]1[cH:52][cH:53][c:54]([P:55]([Pd:56]([P:57]([c:58]2[cH:59][cH:60][cH:61][cH:62][cH:63]2)([c:64]2[cH:65][cH:66][cH:67][cH:68][cH:69]2)[c:70]2[cH:71][cH:72][cH:73][cH:74][cH:75]2)([P:76]([c:77]2[cH:78][cH:79][cH:80][cH:81][cH:82]2)([c:83]2[cH:84][cH:85][cH:86][cH:87][cH:88]2)[c:89]2[cH:90][cH:91][cH:92][cH:93][cH:94]2)[P:95]([c:96]2[cH:97][cH:98][cH:99][cH:100][cH:101]2)([c:102]2[cH:103][cH:104][cH:105][cH:106][cH:107]2)[c:108]2[cH:109][cH:110][cH:111][cH:112][cH:113]2)([c:114]2[cH:115][cH:116][cH:117][cH:118][cH:119]2)[c:120]2[cH:121][cH:122][cH:123][cH:124][cH:125]2)[cH:126][cH:127]1>>[c:2]1(-[c:19]2[cH:18][c:17]([C:15]([O:14][CH3:13])=[O:16])[cH:22][n:21][cH:20]2)[cH:3][cH:4][c:5]([C:8]([CH3:9])([F:10])[F:11])[cH:6][cH:7]1. Starting materials: S(=O)(=O)(C1=CC=C(C)C=C1)Cl (Tosyl chloride), C(C1=CC=CC=C1)(=O)NN (Benzhydrazide), Cl (HCl). The solvent is N1=CC=CC=C1 (pyridine). Conditions: temperature 0 celsius. Yields the product N#N.S(=O)(=O)(C1=CC=C(C)C=C1)C1=C(C(=O)NN)C=CC=C1 (N2 tosylbenzhydrazide). The yield is 141.7%. As a reaction SMILES: [C:1]([NH:9][NH2:10])(=[O:8])[C:2]1[CH:7]=[CH:6][CH:5]=[CH:4][CH:3]=1.[S:11](Cl)([C:14]1[CH:20]=[CH:19][C:17]([CH3:18])=[CH:16][CH:15]=1)(=[O:13])=[O:12].Cl>N1C=CC=CC=1>[N:9]#[N:10].[S:11]([C:3]1[CH:4]=[CH:5][CH:6]=[CH:7][C:2]=1[C:1]([NH:9][NH2:10])=[O:8])([C:14]1[CH:20]=[CH:19][C:17]([CH3:18])=[CH:16][CH:15]=1)(=[O:13])=[O:12] |f:4.5|. Procedure: Benzhydrazide (4.08 g) was dissolved in pyridine (25 mL) and cooled on ice. Tosyl chloride (5.72 g) was added portionwise over 5 minutes. Stirring was maintained at 0° C. for 15 minutes. Stirring at room temperature for 18 hours was followed by pouring into dilute HCl (650 mL). The resultant precipitate was filtered off, washed with water, and recrystallized from hot ethanol/water to afford 6.76 g of product as fine white needles. Reactants: O1C[C@@H](CC1)O ((3R)-tetrahydrofuran-3-ol), ClC=1SC=CC1[N+](=O)[O-] (2-chloro-3-nitro-thiophene). Yields the product O1C[C@@H](CC1)OC=1SC=CC1N (2-[(3R)-tetrahydrofuran-3-yl]oxythiophen-3-amine). Reaction SMILES: [O:1]1[CH2:5][CH2:4][C@@H:3]([OH:6])[CH2:2]1.Cl[C:8]1[S:9][CH:10]=[CH:11][C:12]=1[N+:13]([O-])=O>>[O:1]1[CH2:5][CH2:4][C@@H:3]([O:6][C:8]2[S:9][CH:10]=[CH:11][C:12]=2[NH2:13])[CH2:2]1. Reported procedure: Is prepared in a similar manner as intermediate IV.1 from (3R)-tetrahydrofuran-3-ol and 2-chloro-3-nitro-thiophene Reactants: C(C)O (ethanol), C(#N)C1=C(C(=C(C2=C1N=C(O2)C2CC2)CC(N(C)C)=S)C2=CC=CC=C2)C (2-(4-cyano-2-cyclopropyl-5-methyl-6-phenyl-1,3-benzoxazol-7-yl)-N,N-dimethylethanethioamide). Reagents/catalysts: [Ni] (Raney nickel). Solvent: O1CCCC1 (tetrahydrofuran). Conditions: temperature 50 celsius, time 5 hour. Product: C1(CC1)C=1OC=2C(N1)=C(C(=C(C2CCN(C)C)C2=CC=CC=C2)C)C#N (2-Cyclopropyl-7-[2-(dimethylamino)ethyl]-5-methyl-6-phenyl-1,3-benzoxazole-4-carbonitrile). The yield is 46.9%. As a reaction SMILES: C(O)C.[C:4]([C:6]1[C:11]2[N:12]=[C:13]([CH:15]3[CH2:17][CH2:16]3)[O:14][C:10]=2[C:9]([CH2:18][C:19](=S)[N:20]([CH3:22])[CH3:21])=[C:8]([C:24]2[CH:29]=[CH:28][CH:27]=[CH:26][CH:25]=2)[C:7]=1[CH3:30])#[N:5]>[Ni].O1CCCC1>[CH:15]1([C:13]2[O:14][C:10]3[C:11](=[C:6]([C:4]#[N:5])[C:7]([CH3:30])=[C:8]([C:24]4[CH:29]=[CH:28][CH:27]=[CH:26][CH:25]=4)[C:9]=3[CH2:18][CH2:19][N:20]([CH3:21])[CH3:22])[N:12]=2)[CH2:16][CH2:17]1. Reported procedure: Raney nickel (corresponding to 0.2 ml) was added to an ethanol (1 ml)/tetrahydrofuran (1 ml) solution of 2-(4-cyano-2-cyclopropyl-5-methyl-6-phenyl-1,3-benzoxazol-7-yl)-N,N-dimethylethanethioamide (I-314) (14.0 mg, 0.037 mmol), followed by stirring in an oil bath at 50° C. for 5 hours. The reaction liquid was filtered, the filtrate was concentrated, and the resulting residue was purified by preparative TLC (eluent, chloroform:methanol=10:1, v/v) to obtain the entitled compound (6.00 mg, 47%) as ...